describe an organic reaction: reactants, conditions, products, and yield From a dataset of the Open Reaction Database (ORD), a public repository of structured organic reaction records. Starting materials: C(C)(C)(C)OC(=O)NCC=1C=C(OC2=C(C=CC(=C2)Cl)N(C(CCC(=O)NCC2=C(C=CC=C2)F)=O)CC2=CC(=C(C=C2)Cl)Cl)C=CC1 (N-[2-[3-(tert-butoxycarbonylaminomethyl)phenoxy]-4-chlorophenyl]-N-(3,4-dichlorobenzyl)-N′-(2-fluorobenzyl)succinamide). As a reaction SMILES: C(OC([NH:8][CH2:9][C:10]1[CH:11]=[C:12]([CH:46]=[CH:47][CH:48]=1)[O:13][C:14]1[CH:19]=[C:18]([Cl:20])[CH:17]=[CH:16][C:15]=1[N:21]([CH2:37][C:38]1[CH:43]=[CH:42][C:41]([Cl:44])=[C:40]([Cl:45])[CH:39]=1)[C:22](=[O:36])[CH2:23][CH2:24][C:25]([NH:27][CH2:28][C:29]1[CH:34]=[CH:33][CH:32]=[CH:31][C:30]=1[F:35])=[O:26])=O)(C)(C)C>Cl.C(OCC)(=O)C>[ClH:20].[NH2:8][CH2:9][C:10]1[CH:11]=[C:12]([CH:46]=[CH:47][CH:48]=1)[O:13][C:14]1[CH:19]=[C:18]([Cl:20])[CH:17]=[CH:16][C:15]=1[N:21]([CH2:37][C:38]1[CH:43]=[CH:42][C:41]([Cl:44])=[C:40]([Cl:45])[CH:39]=1)[C:22](=[O:36])[CH2:23][CH2:24][C:25]([NH:27][CH2:28][C:29]1[CH:34]=[CH:33][CH:32]=[CH:31][C:30]=1[F:35])=[O:26] |f:1.2,3.4|. Reported procedure: A 2 N hydrochloric acid/ethyl acetate solution (10 ml) of N-[2-[3-(tert-butoxycarbonylaminomethyl)phenoxy]-4-chlorophenyl]-N-(3,4-dichlorobenzyl)-N′-(2-fluorobenzyl)succinamide (0.50 g, 0.7 mmols) was stirred at room temperature for 1 hour. The reaction mixture was concentrated under reduced pressure. The solid precipitated was taken out through filtration, and washed with ethyl ether to give an amorphous solid of N-[2-(3-aminomethylphenoxy)-4-chlorophenyl]-N-(3,4-dichlorobenzyl)-N′-(2-fluoroben... Yields the product Cl.NCC=1C=C(OC2=C(C=CC(=C2)Cl)N(C(CCC(=O)NCC2=C(C=CC=C2)F)=O)CC2=CC(=C(C=C2)Cl)Cl)C=CC1 (N-[2-(3-aminomethylphenoxy)-4-chlorophenyl]-N-(3,4-dichlorobenzyl)-N′-(2-fluorobenzyl)succinamide hydrochloride). The solvent is Cl.C(C)(=O)OCC (hydrochloric acid ethyl acetate). Yield: 162.3%. The reactants are CC1(OCCO1)C=1N=C(SC1)CN1N=CC(=N1)N (2-[4-(2-methyl-[1,3]dioxolan-2-yl)-thiazol-2-ylmethyl]-2H-[1,2,3]triazol-4-ylamine), CN(C=1C=C(C=CC1)C1=C(N=CO1)C(=O)O)C (5-(3-dimethylamino-phenyl)-oxazole-4-carboxylic acid). Product: C(C)(=O)C=1N=C(SC1)CN1N=CC(=N1)NC(=O)C=1N=COC1C1=CC(=CC=C1)N(C)C (5-(3-Dimethylamino-phenyl)-oxazole-4-carboxylic acid [2-(4-acetyl-thiazol-2-ylmethyl)-2H-[1,2,3]triazol-4-yl]-amide). RXN SMILES: [CH3:1][C:2]1([C:7]2[N:8]=[C:9]([CH2:12][N:13]3[N:17]=[C:16]([NH2:18])[CH:15]=[N:14]3)[S:10][CH:11]=2)[O:6]CCO1.[CH3:19][N:20]([CH3:35])[C:21]1[CH:22]=[C:23]([C:27]2[O:31][CH:30]=[N:29][C:28]=2[C:32](O)=[O:33])[CH:24]=[CH:25][CH:26]=1>>[C:2]([C:7]1[N:8]=[C:9]([CH2:12][N:13]2[N:17]=[C:16]([NH:18][C:32]([C:28]3[N:29]=[CH:30][O:31][C:27]=3[C:23]3[CH:24]=[CH:25][CH:26]=[C:21]([N:20]([CH3:35])[CH3:19])[CH:22]=3)=[O:33])[CH:15]=[N:14]2)[S:10][CH:11]=1)(=[O:6])[CH3:1]. Procedure: Following general procedure A followed by B, starting from 2-[4-(2-methyl-[1,3]dioxolan-2-yl)-thiazol-2-ylmethyl]-2H-[1,2,3]triazol-4-ylamine and 5-(3-dimethylamino-phenyl)-oxazole-4-carboxylic acid. The reactants are NC=1C=CC(=C(C1)CN1N=C(C=C1)NC(C1=C(C=CC=C1F)F)=O)C(F)(F)F (N-(1-{[5-amino-2-(trifluoromethyl)phenyl]methyl}-1H-pyrazol-3-yl)-2,6-difluorobenzamide), N(=O)[O-].[Na+] (sodium nitrite), Intermediate 41, S(O)(O)(=O)=O (sulphuric acid), 1.84, [I-].[K+] (potassium iodide). Solvent: O (water), O (water), ice. Conditions: time 20 minute. Product: FC1=C(C(=O)NC2=NN(C=C2)CC2=C(C=CC(=C2)I)C(F)(F)F)C(=CC=C1)F (2,6-Difluoro-N-(1-{[5-iodo-2-(trifluoromethyl)phenyl]methyl}-1H-pyrazol-3-yl)benzamide). RXN SMILES: N[C:2]1[CH:3]=[CH:4][C:5]([C:25]([F:28])([F:27])[F:26])=[C:6]([CH2:8][N:9]2[CH:13]=[CH:12][C:11]([NH:14][C:15](=[O:24])[C:16]3[C:21]([F:22])=[CH:20][CH:19]=[CH:18][C:17]=3[F:23])=[N:10]2)[CH:7]=1.S(=O)(=O)(O)O.N([O-])=O.[Na+].[I-:38].[K+]>O>[F:23][C:17]1[CH:18]=[CH:19][CH:20]=[C:21]([F:22])[C:16]=1[C:15]([NH:14][C:11]1[CH:12]=[CH:13][N:9]([CH2:8][C:6]2[CH:7]=[C:2]([I:38])[CH:3]=[CH:4][C:5]=2[C:25]([F:28])([F:27])[F:26])[N:10]=1)=[O:24] |f:2.3,4.5|. Reported procedure: To a suspension of N-(1-{[5-amino-2-(trifluoromethyl)phenyl]methyl}-1H-pyrazol-3-yl)-2,6-difluorobenzamide (for a preparation see Intermediate 41)(0.6 g, 1.51 mmol) in water (6 ml) in an ice-water bath (internal temperature at 5° C.) was added concentrated sulphuric acid specific gravity 1.84 (1 ml, 18.8 mmol). To the slight suspension was added a solution of sodium nitrite, super free flowing (0.125 g, 1.82 mmol, Aldrich) in water (3 ml) dropwise. The suspension was stirred in an ice-water bath...